From a dataset of the Open Reaction Database (ORD), a public repository of structured organic reaction records. describe an organic reaction: reactants, conditions, products, and yield Reactants: ClC=1C(=C(C=CC1)NC1=NC=NC2=CC(=C(C=C12)O[C@@H]1C[C@@H](N(CC1)C)C(=O)O)OC)F ((2R,4S)-4-({4-[(3-chloro-2-fluorophenyl)amino]-7-methoxyquinazolin-6-yl}oxy)-1-methylpiperidine-2-carboxylic acid), Cl.CN (methylamine hydrochloride). Product: ClC=1C(=C(C=CC1)NC1=NC=NC2=CC(=C(C=C12)O[C@@H]1C[C@@H](N(CC1)C)C(=O)NC)OC)F ((2R,4S)-4-({4-[(3-chloro-2-fluorophenyl)amino]-7-methoxyquinazolin-6-yl}oxy)-N,1-dimethylpiperidine-2-carboxamide). RXN SMILES: [Cl:1][C:2]1[C:3]([F:32])=[C:4]([NH:8][C:9]2[C:18]3[C:13](=[CH:14][C:15]([O:30][CH3:31])=[C:16]([O:19][C@H:20]4[CH2:25][CH2:24][N:23]([CH3:26])[C@@H:22]([C:27](O)=[O:28])[CH2:21]4)[CH:17]=3)[N:12]=[CH:11][N:10]=2)[CH:5]=[CH:6][CH:7]=1.Cl.[CH3:34][NH2:35]>>[Cl:1][C:2]1[C:3]([F:32])=[C:4]([NH:8][C:9]2[C:18]3[C:13](=[CH:14][C:15]([O:30][CH3:31])=[C:16]([O:19][C@H:20]4[CH2:25][CH2:24][N:23]([CH3:26])[C@@H:22]([C:27]([NH:35][CH3:34])=[O:28])[CH2:21]4)[CH:17]=3)[N:12]=[CH:11][N:10]=2)[CH:5]=[CH:6][CH:7]=1 |f:1.2|. Reported procedure: (2R,4S)-4-({4-[(3-chloro-2-fluorophenyl)amino]-7-methoxyquinazolin-6-yl}oxy)-1-methylpiperidine-2-carboxylic acid (20) was coupled with methylamine hydrochloride analogously as for the equivalent step in Example 7 to give the title compound (2R,4S)-4-({4-[(3-chloro-2-fluorophenyl)amino]-7-methoxyquinazolin-6-yl}oxy)-N,1-dimethylpiperidine-2-carboxamide: 1H NMR Spectrum: (DMSO-d6) δ1.63-1.72 (2H, m), 2.15-2.21 (6H, m), 2.55-2.62 (4H, m), 2.93-2.98 (1H, m), 3.94 (3H, s), 4.43-4.51 (1H, m), 7.23 (1... Starting materials: COC(=O)C=1N(C2=CC(=C(C(=C2C1)Cl)OC1=CC(=C(C=C1)O)C(C)C)Cl)C (4,6-dichloro-5-(4-hydroxy-3-isopropyl-phenoxy)-1-methyl-1H-indole-2-carboxylic acid methyl ester). The solvent is CO (MeOH), [OH-].[K+] (potassium hydroxide), [OH-].[K+] (potassium hydroxide). Conditions: time 19 hour. The product is ClC1=C2C=C(N(C2=CC(=C1OC1=CC(=C(C=C1)O)C(C)C)Cl)C)C(=O)O (4,6-Dichloro-5-(4-hydroxy-3-isopropyl-phenoxy)-1-methyl-1H-indole-2-carboxylic acid). Isolated yield 74.8%. RXN SMILES: C[O:2][C:3]([C:5]1[N:6]([CH3:27])[C:7]2[C:12]([CH:13]=1)=[C:11]([Cl:14])[C:10]([O:15][C:16]1[CH:21]=[CH:20][C:19]([OH:22])=[C:18]([CH:23]([CH3:25])[CH3:24])[CH:17]=1)=[C:9]([Cl:26])[CH:8]=2)=[O:4]>CO.[OH-].[K+]>[Cl:14][C:11]1[C:10]([O:15][C:16]2[CH:21]=[CH:20][C:19]([OH:22])=[C:18]([CH:23]([CH3:25])[CH3:24])[CH:17]=2)=[C:9]([Cl:26])[CH:8]=[C:7]2[C:12]=1[CH:13]=[C:5]([C:3]([OH:4])=[O:2])[N:6]2[CH3:27] |f:2.3|. Procedure details: To a solution of 4,6-dichloro-5-(4-hydroxy-3-isopropyl-phenoxy)-1-methyl-1H-indole-2-carboxylic acid methyl ester (32 mg, 0.078 mmol) in 50% aqueous MeOH (4 mL) was added potassium hydroxide (3N, 154 μL). The resulting solution was stirred for 19 hours at room temperature, diluted with potassium hydroxide (0.1N, 16 mL) and the solution was washed with EtOAc (3 times 10 mL). The aqueous solution was acidified with concentrated hydrochloric acid and then extracted with ethyl acetate (3 times 15 mL...